This data is from the Open Reaction Database (ORD), a public repository of structured organic reaction records. The task is: describe an organic reaction: reactants, conditions, products, and yield Starting materials: C(C)(C)OC1=C(C=C(C#N)C=C1)C(F)(F)F (4-isopropoxy-3-(trifluoromethyl)benzonitrile), NO (hyroxylamine). Run in CCO (EtOH). Product: O\N=C(\C1=CC(=C(C=C1)OC(C)C)C(F)(F)F)/N ((Z)-N′-hydroxy-4-isopropoxy-3-(trifluoromethyl)benzimidamide). The yield is 33.7%. Reaction SMILES: [CH:1]([O:4][C:5]1[CH:12]=[CH:11][C:8]([C:9]#[N:10])=[CH:7][C:6]=1[C:13]([F:16])([F:15])[F:14])([CH3:3])[CH3:2].[NH2:17][OH:18]>CCO>[OH:18]/[N:17]=[C:9](\[NH2:10])/[C:8]1[CH:11]=[CH:12][C:5]([O:4][CH:1]([CH3:3])[CH3:2])=[C:6]([C:13]([F:16])([F:15])[F:14])[CH:7]=1. Reported procedure: Under an atmosphere of nitrogen, 4-isopropoxy-3-(trifluoromethyl)benzonitrile (6.5 g, 28.4 mmol) and 50% aqueous hyroxylamine (5.21 mL, 85 mmol) in EtOH (20.0 mL) was heated at 60° C. for 18 hr. Solvents removed in vacuo and the residue was azeotroped with MeOH. The residual solid was purified by precipitation from an ethyl acetate/30-600 C pet/ether mixture (1:2) to give (Z)-N′-hydroxy-4-isopropoxy-3-(trifluoromethyl)benzimidamide (2.51 g, 33.8%) LCMS (Table 1, Method b) Rt=1.89 min, m/z 263.13... The reactants are C(C)OC(C(C)(S(=O)(=O)C=1C=NC(=CC1)C(F)(F)F)C)=O (2-methyl-2-(6-trifluoromethyl-pyridine-3-sulfonyl)-propionic acid ethyl ester), O.[OH-].[Li+] (lithium hydroxide monohydrate). Solvent: C(C)(C)O.C(Cl)(Cl)Cl (isopropanol chloroform). Run at time 18 hour. Product: CC(C(=O)O)(C)S(=O)(=O)C=1C=NC(=CC1)C(F)(F)F (2-methyl-2-(6-trifluoromethyl-pyridine-3-sulfonyl)-propionic acid). The yield is 90.4%. As a reaction SMILES: C([O:3][C:4](=[O:21])[C:5]([CH3:20])([S:7]([C:10]1[CH:11]=[N:12][C:13]([C:16]([F:19])([F:18])[F:17])=[CH:14][CH:15]=1)(=[O:9])=[O:8])[CH3:6])C.O.[OH-].[Li+]>C(O)(C)C.C(Cl)(Cl)Cl>[CH3:20][C:5]([S:7]([C:10]1[CH:11]=[N:12][C:13]([C:16]([F:18])([F:19])[F:17])=[CH:14][CH:15]=1)(=[O:8])=[O:9])([CH3:6])[C:4]([OH:21])=[O:3] |f:1.2.3,4.5|. Reported procedure: To a solution of 7.67 g (23.6 mmol) of 2-methyl-2-(6-trifluoromethyl-pyridine-3-sulfonyl)-propionic acid ethyl ester in THF/water (1/1, 200 mL) were added 1.97 g (46.9 mmol) of lithium hydroxide monohydrate. The reaction was stirred at room temperature for 18 h. The organic solvent was removed under reduced pressure and the aqueous layer washed with diethyl ether (200 mL). The basic aqueous layer was cooled in an ice bath and acidified with 2M aqueous HCl solution to pH 2. The acidic aqueous lay... Reactants: ClC(=O)OC (methyl chloroformate), C(#N)C1=CC=C(C=C1)NC(=O)C=1C=C(C=CC1O)C1=C(C=C(C=C1)F)F (N-(4-cyanophenyl)-2′,4′-difluoro-4-hydroxy-[1,1′-biphenyl]-3-carboxamide), Cl (HCl). Isolated yield 22.0%. Procedure details: A solution of methyl chloroformate (1.2 mL, 12 mmol) was added drop wised to a stirred solution of compound 10 (1.4 g, 4 mmol) in dry anhydrous tetrahydrofuran/pyridine (30 mL) at 0° C. The mixture was refluxed for 3 h. After 10 h stirring at room temperature, the pH value of the mixture was adjusted to pH=6 by 5% HCl(aq). The mixture was cooled to obtain crystalline compound on an ice bath for 2-3 h. After cooling, precipitated crystals were filtered off and washed with diluted HCl and water. T... The solvent is O1CCCC1.N1=CC=CC=C1 (tetrahydrofuran pyridine). As a reaction SMILES: Cl[C:2]([O:4][CH3:5])=[O:3].[C:6]([C:8]1[CH:13]=[CH:12][C:11]([NH:14][C:15]([C:17]2[CH:18]=[C:19]([C:24]3[CH:29]=[CH:28][C:27]([F:30])=[CH:26][C:25]=3[F:31])[CH:20]=[CH:21]C=2O)=[O:16])=[CH:10][CH:9]=1)#[N:7].Cl>O1CCCC1.N1C=CC=CC=1>[F:31][C:25]1[CH:26]=[C:27]([F:30])[CH:28]=[CH:29][C:24]=1[C:19]1[CH:20]=[CH:21][C:5]2[O:4][C:2](=[O:3])[N:14]([C:11]3[CH:10]=[CH:9][C:8]([C:6]#[N:7])=[CH:13][CH:12]=3)[C:15](=[O:16])[C:17]=2[CH:18]=1 |f:3.4|. Reaction conditions: time 10 hour. Product: FC1=C(C=CC(=C1)F)C=1C=CC2=C(C(N(C(O2)=O)C2=CC=C(C#N)C=C2)=O)C1 (4-(6-(2,4-difluorophenyl)-2,4-dioxo-2H-benzo[e][1,3]oxazin-3(4H)-yl)benzonitrile). Starting materials: Cl, [K+], NN, [OH-], O, CCCCCCC(C)(C)c1ccc(C2CCCC(=O)C2CCCO)c(O)c1, OCCO. Product: CCCCCCC(C)(C)c1ccc(C2CCCCC2CCCO)c(O)c1. As a reaction SMILES: [ClH:33].[K+:32].[NH2:29][NH2:30].[OH-:31].[OH2:28].[OH:1][c:2]1[c:3]([CH:17]2[CH:18]([CH2:24][CH2:25][CH2:26][OH:27])[C:19](=[O:23])[CH2:20][CH2:21][CH2:22]2)[cH:4][cH:5][c:6]([C:8]([CH2:9][CH2:10][CH2:11][CH2:12][CH2:13][CH3:14])([CH3:15])[CH3:16])[cH:7]1.[OH:34][CH2:35][CH2:36][OH:37]>>[OH:1][c:2]1[c:3]([CH:17]2[CH:18]([CH2:24][CH2:25][CH2:26][OH:27])[CH2:19][CH2:20][CH2:21][CH2:22]2)[cH:4][cH:5][c:6]([C:8]([CH2:9][CH2:10][CH2:11][CH2:12][CH2:13][CH3:14])([CH3:15])[CH3:16])[cH:7]1. Reactants: FC=1C=C(C=CC1S(NC)(=O)=O)NC(C)=O (N-(3-fluoro-4-methylsulfamoylphenyl)acetamide), [OH-].[Na+] (NaOH). Solvent: Cl (HCl). Yields the product NC1=CC(=C(C=C1)S(=O)(=O)NC)F (4-Amino-2-fluoro-N-methylbenzenesulfonamide). Isolated yield 83.2%. Reaction SMILES: [F:1][C:2]1[CH:3]=[C:4]([NH:13]C(=O)C)[CH:5]=[CH:6][C:7]=1[S:8](=[O:12])(=[O:11])[NH:9][CH3:10].[OH-].[Na+]>Cl>[NH2:13][C:4]1[CH:5]=[CH:6][C:7]([S:8]([NH:9][CH3:10])(=[O:12])=[O:11])=[C:2]([F:1])[CH:3]=1 |f:1.2|. Procedure: The above prepared N-(3-fluoro-4-methylsulfamoylphenyl)acetamide (1.55 g, 6.3 mmol) was suspended in 40 mL of 6M HCl and heated to reflux for 1 hr. The reaction was cooled in an ice bath and an NaOH solution was added to adjust the mixture to pH 5. The resulting white precipitate was isolated by filtration and was washed with water and dried to yield 1.07 g (83%) of the title compound. MS (m/z, ES+): 205.0 (M+1, 100%); 1H NMR (500 MHz, ppm, DMSO-d6): 7.35 (m, 1H), 7.12 (m, 1H), 6.40 (m, 2H), 6.2... Reactants: [BH3-]C#N, CC(=O)O, CO, Cc1ccc(NC(=O)c2cc(Cl)ccc2NCC2CCNCC2)nc1, [Na+], O=C1CCCC1, C1CCOC1. Yields the product Cc1ccc(NC(=O)c2cc(Cl)ccc2NCC2CCN(C3CCCC3)CC2)nc1. Reaction SMILES: [C:32]([BH3-:33])#[N:34].[C:36]([OH:37])(=[O:38])[CH3:39].[CH3:40][OH:41].[Cl:1][c:2]1[cH:3][cH:4][c:5]([NH:18][CH2:19][CH:20]2[CH2:21][CH2:22][NH:23][CH2:24][CH2:25]2)[c:6]([C:7](=[O:8])[NH:9][c:10]2[n:11][cH:12][c:13]([CH3:16])[cH:14][cH:15]2)[cH:17]1.[Na+:35].[O:26]=[C:27]1[CH2:28][CH2:29][CH2:30][CH2:31]1.[O:42]1[CH2:43][CH2:44][CH2:45][CH2:46]1>>[Cl:1][c:2]1[cH:3][cH:4][c:5]([NH:18][CH2:19][CH:20]2[CH2:21][CH2:22][N:23]([CH:27]3[CH2:28][CH2:29][CH2:30][CH2:31]3)[CH2:24][CH2:25]2)[c:6]([C:7](=[O:8])[NH:9][c:10]2[n:11][cH:12][c:13]([CH3:16])[cH:14][cH:15]2)[cH:17]1. The reactants are CCOC(=O)/N=N/C(=O)OCC (DEAD), CC=1C(=CN2N=CN=C(C21)OC2=CC=CC=C2)O (5-methyl-4-phenoxypyrrolo[2,1-f][1,2,4]triazin-6-ol), N1(CCCCC1)CCCO (1-piperidinepropanol), C1(=CC=CC=C1)P(C1=CC=CC=C1)C1=CC=CC=C1 (triphenylphosphine). Solvent: O1CCCC1 (tetrahydrofuran). Reaction conditions: temperature 0 celsius, time 30 minute. The product is CC=1C(=CN2N=CN=C(C21)OC=2C=C1C=C(NC1=CC2)C)OCCCN2CCCCC2 (5-Methyl-4-(2-methyl-1H-indol-5-yloxy)-6-(3-piperidin-1-ylpropoxy)-pyrrolo[2,1-f][1,2,4]triazine). Yield: 62.5%. Reaction SMILES: [CH3:1][C:2]1[C:3]([OH:18])=[CH:4][N:5]2[C:10]=1[C:9]([O:11][C:12]1[CH:17]=[CH:16][CH:15]=[CH:14][CH:13]=1)=[N:8][CH:7]=[N:6]2.[N:19]1([CH2:25][CH2:26][CH2:27]O)[CH2:24][CH2:23][CH2:22][CH2:21][CH2:20]1.[C:29]1(P(C2C=CC=CC=2)C2C=CC=CC=2)[CH:34]=CC=C[CH:30]=1.CCOC(/[N:53]=N/C(OCC)=O)=O>O1CCCC1>[CH3:1][C:2]1[C:3]([O:18][CH2:27][CH2:26][CH2:25][N:19]2[CH2:24][CH2:23][CH2:22][CH2:21][CH2:20]2)=[CH:4][N:5]2[C:10]=1[C:9]([O:11][C:12]1[CH:17]=[C:16]3[C:15](=[CH:14][CH:13]=1)[NH:53][C:29]([CH3:34])=[CH:30]3)=[N:8][CH:7]=[N:6]2. Procedure details: To a mixture of 5-methyl-4-phenoxypyrrolo[2,1-f][1,2,4]triazin-6-ol (1.47 g, 6.1 mmol, for preparation see WO 0071129), 1-piperidinepropanol (1.74 g, 12.2 mmol) and triphenylphosphine (3.2 g, 12.2 mmol) in tetrahydrofuran (20 mL) at 0° C. under argon, was added DEAD (1.9 mL, 12.2 mmol). The resulting mixture was stirred at 0° C. for 30 min, and then at RT for 1 hr. The volatiles were removed in vacuo. The residue was purified by silica gel flash column chromatography using 5% (2M NH3 in MeOH)/20... The reactants are C1(=CC=CC=C1)C1(CCC1)C(=O)Cl (1-phenylcyclobutanecarbonyl chloride), CN1C2CCC1CC(C2)O (tropine). The product is Cl.C1(=CC=CC=C1)C1(CCC1)C(=O)OC1C[C@H]2CC[C@@H](C1)N2C (3-Tropanyl 1-phenylcyclobutanecarboxylate hydrochloride). RXN SMILES: [C:1]1([C:7]2([C:11]([Cl:13])=[O:12])[CH2:10][CH2:9][CH2:8]2)[CH:6]=[CH:5][CH:4]=[CH:3][CH:2]=1.[CH3:14][N:15]1[CH:19]2[CH2:20][CH:21]([OH:23])[CH2:22][CH:16]1[CH2:17][CH2:18]2>>[ClH:13].[C:1]1([C:7]2([C:11]([O:23][CH:21]3[CH2:22][C@H:16]4[N:15]([CH3:14])[C@H:19]([CH2:18][CH2:17]4)[CH2:20]3)=[O:12])[CH2:10][CH2:9][CH2:8]2)[CH:6]=[CH:5][CH:4]=[CH:3][CH:2]=1 |f:2.3|. Procedure details: The title compound was prepared in an analogous manner to that in Example 36 by reacting 1-phenylcyclobutanecarbonyl chloride with tropine at 80° C. for 22 h. The yield was 0.5 g (28%); mp 181-183° C.; 1H NMR (D2O) δ 1.78 (q, 2H), 1.96 (m, 1H), 2.04 (d, 2H), 2.13 (m, 3H), 2.38 (m, 2H), 2.64 (m, 2H), 2.77 (s, 3H), 2.87 (m, 2H), 3.82 (m, 2H), 5.07 (t, 1H), 7.42 (m, 1H), 7.47 (m, 2H), 7.52 (m, 2H). Anal. (C19H25NO2.HCl) C, H, N. The reactants are ferric nitrate, C1CO1 (ethylene oxide), [Cl-].[NH4+] (ammonium chloride), [Na] (sodium), N1=CC=C(C=C1)CCCN (3-(4-pyridyl)-1-amino propane). Run in N (ammonia). Reaction conditions: time 30 minute. The product is N1=CC=C(C=C1)C(CCN)CCO (3-(4-pyridyl)-1-amino-5-hydroxy pentane). The yield is 19.0%. RXN SMILES: [Na].[N:2]1[CH:7]=[CH:6][C:5]([CH2:8][CH2:9][CH2:10][NH2:11])=[CH:4][CH:3]=1.[CH2:12]1[O:14][CH2:13]1.[Cl-].[NH4+]>N>[N:2]1[CH:7]=[CH:6][C:5]([CH:8]([CH2:12][CH2:13][OH:14])[CH2:9][CH2:10][NH2:11])=[CH:4][CH:3]=1 |f:3.4,^1:0|. Reported procedure: To stirred liquid ammonia (300 mls) was added ferric nitrate (50 mgs) followed by sodium metal (4.5 gms). The mixture was allowed to stand for 30 minutes and then 3-(4-pyridyl)-1-amino propane (13.5 gms) was added. A deep yellow colour was allowed to develop over 1 hour and ethylene oxide (5.0 gms) was then added. The mixture was stirred for a further 2 hours after which time solid ammonium chloride (12 gms) was added. The solvent was allowed to evaporate overnight and the residual solid was ext...